This data is from the Open Reaction Database (ORD), a public repository of structured organic reaction records. The task is: describe an organic reaction: reactants, conditions, products, and yield The reactants are C(C)(C)(C)OC(=O)C12CN(CC2CC1)C(=O)OCC1=CC=CC=C1 (1-tert-butoxycarbonyl-3-benzyloxycarbonyl-3-azabicyclo[3.2.0]heptane), [H][H] (hydrogen). The reagents and catalysts are [OH-].[Pd+2].[OH-].[C] (palladium hydroxide carbon). Solvent: CO (methanol). The product is C(C)(C)(C)OC(=O)C12CNCC2CC1 (1-Tert-butoxycarbonyl-3-azabicyclo[3.2.0]heptane). Isolated yield 136.5%. Reaction SMILES: [C:1]([O:5][C:6]([C:8]12[CH2:14][CH2:13][CH:12]1[CH2:11][N:10](C(OCC1C=CC=CC=1)=O)[CH2:9]2)=[O:7])([CH3:4])([CH3:3])[CH3:2].[H][H]>CO.[OH-].[Pd+2].[OH-].[C]>[C:1]([O:5][C:6]([C:8]12[CH2:14][CH2:13][CH:12]1[CH2:11][NH:10][CH2:9]2)=[O:7])([CH3:4])([CH3:2])[CH3:3] |f:3.4.5.6|. Procedure details: To a solution of 368 mg (1.02 mmol) of 1-tert-butoxycarbonyl-3-benzyloxycarbonyl-3-azabicyclo[3.2.0]heptane in methanol (20 ml) was added 400 mg of 20% palladium hydroxide-carbon, followed by vigorous stirring in an atmosphere of hydrogen gas. After removing insoluble material by filtration through celite, the resulting filtrate was concentrated to give 274.6 mg of the title compound as a crude product. Reactants: Cn2cnc1ccccc12 (effective_coupling_partner), CN(C)C(=O)Oc1ccccc1 (substrate). The reagents and catalysts are dcype. Run at temperature 110 celsius, time 12 hour. Yields the product Cn3c(c1ccccc1)nc2ccccc23. The reactants are CC(C)(C)O, CC=C(C)C, CCOC(=O)c1c(C=O)c2ccccc2n1Cc1ccc(Cl)c(Cl)c1, [O-][Cl+][O-], [Na+], [Na+], O, O=P([O-])(O)O. The product is CCOC(=O)c1c(C(=O)OCC)n(Cc2ccc(Cl)c(Cl)c2)c2ccccc12. RXN SMILES: [C:42]([OH:43])([CH3:44])([CH3:45])[CH3:46].[CH3:36][C:37]([CH3:38])=[CH:39][CH3:40].[CH:11](=[O:12])[c:13]1[c:14]([C:31](=[O:32])[O:33][CH2:34][CH3:35])[n:15]([CH2:22][c:23]2[cH:24][c:25]([Cl:30])[c:26]([Cl:29])[cH:27][cH:28]2)[c:16]2[cH:17][cH:18][cH:19][cH:20][c:21]12.[Cl+:1]([O-:2])[O-:3].[Na+:10].[Na+:4].[OH2:41].[P:5](=[O:6])([O-:7])([OH:8])[OH:9]>>[O:6]([C:11](=[O:12])[c:13]1[c:14]([C:31](=[O:32])[O:33][CH2:34][CH3:35])[n:15]([CH2:22][c:23]2[cH:24][c:25]([Cl:30])[c:26]([Cl:29])[cH:27][cH:28]2)[c:16]2[cH:17][cH:18][cH:19][cH:20][c:21]12)[CH2:39][CH3:40]. Starting materials: O=C(Cl)OCCCCCl, Cn1nnnc1C(=NOCc1cccc(N)n1)c1ccccc1, ClCCl, c1ccncc1. Product: Cn1nnnc1C(=NOCc1cccc(NC(=O)OCCCCCl)n1)c1ccccc1. Reaction SMILES: [C:30]([O:31][CH2:32][CH2:33][CH2:34][CH2:35][Cl:36])(=[O:37])[Cl:38].[CH3:1][n:2]1[n:3][n:4][n:5][c:6]1[C:7]([c:8]1[cH:9][cH:10][cH:11][cH:12][cH:13]1)=[N:14][O:15][CH2:16][c:17]1[cH:18][cH:19][cH:20][c:21]([NH2:23])[n:22]1.[Cl:39][CH2:40][Cl:41].[cH:24]1[cH:25][cH:26][n:27][cH:28][cH:29]1>>[CH3:1][n:2]1[n:3][n:4][n:5][c:6]1[C:7]([c:8]1[cH:9][cH:10][cH:11][cH:12][cH:13]1)=[N:14][O:15][CH2:16][c:17]1[cH:18][cH:19][cH:20][c:21]([NH:23][C:30]([O:31][CH2:32][CH2:33][CH2:34][CH2:35][Cl:36])=[O:37])[n:22]1. Starting materials: COC(=O)C=1SC=CC1CN (3-aminomethyl-thiophene-2-carboxylic acid methyl ester), C(=O)([O-])[O-].[K+].[K+] (K2CO3). The solvent is CO.CCO (MeOH EtOH). Run at temperature 90 celsius, time 5 hour. Yields the product S1C=CC2=C1C(NC2)=O (4,5-Dihydro-thieno[2,3-c]pyrrol-6-one). RXN SMILES: C[O:2][C:3]([C:5]1[S:6][CH:7]=[CH:8][C:9]=1[CH2:10][NH2:11])=O.C([O-])([O-])=O.[K+].[K+]>CO.CCO>[S:6]1[C:5]2[C:3](=[O:2])[NH:11][CH2:10][C:9]=2[CH:8]=[CH:7]1 |f:1.2.3,4.5|. Procedure details: To a solution of 3-aminomethyl-thiophene-2-carboxylic acid methyl ester (0.82 g, 4.79 mmol) in 1:1 MeOH-EtOH (125 mL), is added K2CO3 (0.66 g, 4.79 mmol) and the mixture is stirred at 90° C. for 5 hours. The solvent is removed in vacuo and the residue purified by silica gel column chromatography eluting with 97:3 DCM:MeOH. The title compound is isolated (0.365 g, 55%). Reactants: CC(=O)O[BH-](OC(C)=O)OC(C)=O, [Na+], CC(CC=O)C1CC=C2C3=C(CCC21C)C1(C)CCC(O)C(C)(C)C1CC3, c1ccc(N2CCNCC2)cc1. The product is CC(CCN1CCN(c2ccccc2)CC1)C1CC=C2C3=C(CCC21C)C1(C)CCC(O)C(C)(C)C1CC3. RXN SMILES: [C:40]([O:41][BH-:42]([O:43][C:44](=[O:45])[CH3:46])[O:47][C:48](=[O:49])[CH3:50])(=[O:51])[CH3:52].[Na+:53].[OH:1][CH:2]1[C:3]([CH3:26])([CH3:27])[CH:4]2[CH2:5][CH2:6][C:7]3=[C:20]([CH2:19][CH2:18][C:17]4([CH3:25])[C:8]3=[CH:9][CH2:10][CH:11]4[CH:12]([CH2:13][CH:14]=[O:15])[CH3:16])[C:21]2([CH3:24])[CH2:22][CH2:23]1.[c:28]1([N:34]2[CH2:35][CH2:36][NH:37][CH2:38][CH2:39]2)[cH:29][cH:30][cH:31][cH:32][cH:33]1>>[OH:1][CH:2]1[C:3]([CH3:26])([CH3:27])[CH:4]2[CH2:5][CH2:6][C:7]3=[C:20]([CH2:19][CH2:18][C:17]4([CH3:25])[C:8]3=[CH:9][CH2:10][CH:11]4[CH:12]([CH2:13][CH2:14][N:37]3[CH2:36][CH2:35][N:34]([c:28]4[cH:29][cH:30][cH:31][cH:32][cH:33]4)[CH2:39][CH2:38]3)[CH3:16])[C:21]2([CH3:24])[CH2:22][CH2:23]1.